The task is: describe an organic reaction: reactants, conditions, products, and yield. This data is from the Open Reaction Database (ORD), a public repository of structured organic reaction records. Reactants: N1[C@H](C(=O)O)CCC1 (proline), C(C1=CC=CC=C1)OC1=CC=C2C(C(=O)OC(N2C)=O)=C1 (5-benzyloxy-N-methylisatoic anhydride), B (borane). The solvent is O1CCCC1 (tetrahydrofuran). The product is C(C1=CC=CC=C1)OC=1C=CC2=C(CN3C(C(N2C)=O)CCC3)C1 (7-Benzyloxy-1,2,3,5,10,11a-hexahydro-10-methyl- 11H-pyrrolo[2,1-c] [1,4]benzodiazepin-11-one). Reaction SMILES: [NH:1]1[CH2:8][CH2:7][CH2:6][C@H:2]1[C:3]([OH:5])=O.[CH2:9]([O:16][C:17]1[CH:29]=[C:21]2[C:22](O[C:25](=O)[N:26](C)[C:20]2=[CH:19][CH:18]=1)=O)[C:10]1[CH:15]=[CH:14][CH:13]=[CH:12][CH:11]=1.B>O1CCCC1>[CH2:9]([O:16][C:17]1[CH:18]=[CH:19][C:20]2[N:26]([CH3:25])[C:3](=[O:5])[CH:2]3[CH2:6][CH2:7][CH2:8][N:1]3[CH2:22][C:21]=2[CH:29]=1)[C:10]1[CH:11]=[CH:12][CH:13]=[CH:14][CH:15]=1. Procedure details: The above compound is obtained when 7-benzyloxy- 1,2,3,11a-tetrahydro-10-methyl-5H-pyrrolo[2,1-c] [1,4]benzodiazepin- 5,11(10H)-dione (prepared from proline and 5-benzyloxy-N-methylisatoic anhydride by the procedure of Example 1) is treated with 1 M borane in tetrahydrofuran by the procedures of Example 1. Starting materials: C(C)(C)(C)OC(=O)N1CCC(CC1)=C(C1=CC=C(C=C1)C(N(C)CCO)=O)Br (4-(Bromo-{4-[(2-hydroxy-ethyl)-methyl-carbamoyl]-phenyl}-methylene)-piperidine-1-carboxylic acid tert-butyl ester), N1=CC=CC2=CC=CC(=C12)B(O)O (8-quinolineboronic acid), C(=O)([O-])[O-].[K+].[K+] (K2CO3). The solvent is CC(C)O (iPrOH). Yields the product C(C)(C)(C)OC(=O)N1CCC(CC1)=C(C=1C=CC=C2C=CC=NC12)C1=CC=C(C=C1)C(N(C)CCO)=O (4-({4-[(2-Hydroxy-ethyl)-methyl-carbamoyl]-phenyl}-quinolin-8-yl-methylene)-piperidine-1-carboxylic acid tert-butyl ester). The yield is 108.6%. RXN SMILES: [C:1]([O:5][C:6]([N:8]1[CH2:13][CH2:12][C:11](=[C:14](Br)[C:15]2[CH:20]=[CH:19][C:18]([C:21](=[O:27])[N:22]([CH2:24][CH2:25][OH:26])[CH3:23])=[CH:17][CH:16]=2)[CH2:10][CH2:9]1)=[O:7])([CH3:4])([CH3:3])[CH3:2].[N:29]1[C:38]2[C:33](=[CH:34][CH:35]=[CH:36][C:37]=2B(O)O)[CH:32]=[CH:31][CH:30]=1.C([O-])([O-])=O.[K+].[K+]>CC(O)C>[C:1]([O:5][C:6]([N:8]1[CH2:13][CH2:12][C:11](=[C:14]([C:15]2[CH:20]=[CH:19][C:18]([C:21](=[O:27])[N:22]([CH2:24][CH2:25][OH:26])[CH3:23])=[CH:17][CH:16]=2)[C:37]2[CH:36]=[CH:35][CH:34]=[C:33]3[C:38]=2[N:29]=[CH:30][CH:31]=[CH:32]3)[CH2:10][CH2:9]1)=[O:7])([CH3:4])([CH3:3])[CH3:2] |f:2.3.4|. Procedure: Compound 1A (4.0 g, 8.8 mmol), 8-quinolineboronic acid (3.0 g, 17 6 mmol), POPd (0.088 g, 0.18 mmol), and K2CO3 (3.6 g, 26 4 mmol) in iPrOH (90 mL) were stirred in a preheated 100° C. oil bath under nitrogen for 20 h. The reaction was filtered through celite and concentrated. The material was purified by chromatography on silica gel (gradient 2-5% MeOH in CH2Cl2) to give a yellow solid 1B (3.27 g, 74%). 1H NMR (500.333 MHz, CDCl3) δ 8.91 (dd, J=4.0, 1.6 Hz, 1H), 8.13 (dd, J=8.2, 1.5 Hz, 1H), 7.7... The reactants are NC1=NC2=C(C=3C=C(C=NC13)CCC1=C(C=C(OCCO)C=C1)C)C=CC(=C2)C (2-(4-(2-(5-Amino-8-methylbenzo[f][1,7]naphthyridin-2-yl)ethyl)-3-methylphenoxy)ethanol), BrCCOCCCP(OCC)(OCC)=O (diethyl 3-(2-bromoethoxy)propylphosphonate). Yields the product NC1=NC2=C(C=3C=C(C=NC13)CCC1=C(C=C(OCCOCCCP(OCC)(OCC)=O)C=C1)C)C=CC(=C2)C (Diethyl 3-(2-(4-(2-(5-amino-8-methylbenzo[f][1,7]naphthyridin-2-yl)ethyl)-3-methylphenoxy)ethoxy)propylphosphonate). RXN SMILES: [NH2:1][C:2]1[C:11]2[N:10]=[CH:9][C:8]([CH2:12][CH2:13][C:14]3[CH:23]=[CH:22][C:17]([O:18][CH2:19][CH2:20][OH:21])=[CH:16][C:15]=3[CH3:24])=[CH:7][C:6]=2[C:5]2[CH:25]=[CH:26][C:27]([CH3:29])=[CH:28][C:4]=2[N:3]=1.BrCCO[CH2:34][CH2:35][CH2:36][P:37](=[O:44])([O:41][CH2:42][CH3:43])[O:38][CH2:39][CH3:40]>>[NH2:1][C:2]1[C:11]2[N:10]=[CH:9][C:8]([CH2:12][CH2:13][C:14]3[CH:23]=[CH:22][C:17]([O:18][CH2:19][CH2:20][O:21][CH2:34][CH2:35][CH2:36][P:37](=[O:44])([O:41][CH2:42][CH3:43])[O:38][CH2:39][CH3:40])=[CH:16][C:15]=3[CH3:24])=[CH:7][C:6]=2[C:5]2[CH:25]=[CH:26][C:27]([CH3:29])=[CH:28][C:4]=2[N:3]=1. Reported procedure: Diethyl 3-(2-(4-(2-(5-amino-8-methylbenzo[f][1,7]naphthyridin-2-yl)ethyl)-3-methylphenoxy)ethoxy)propylphosphonate was prepared following the procedure described for Example 139, but using 4-(2-(5-amino-8-methylbenzo[f][1,7]naphthyridin-2-yl)ethyl)-3-methylphenol (from Example 156) and diethyl 3-(2-bromoethoxy)propylphosphonate. LRMS [M+H]=566.3. Product: COC1=CC2=C(C=C(SC2=O)C(=O)[O-])C=C1.[Na+] (sodium 7-methoxy-1-oxo-1H-2-benzothiopyran-3-carboxylate). Conditions: time 1.25 hour. RXN SMILES: [CH3:1][O:2][C:3]1[CH:16]=[CH:15][C:6]2[CH:7]=[C:8]([C:12]([OH:14])=[O:13])[S:9][C:10](=[O:11])[C:5]=2[CH:4]=1.C(=O)(O)[O-].[Na+:21]>O>[CH3:1][O:2][C:3]1[CH:16]=[CH:15][C:6]2[CH:7]=[C:8]([C:12]([O-:14])=[O:13])[S:9][C:10](=[O:11])[C:5]=2[CH:4]=1.[Na+:21] |f:1.2,4.5|. Reactants: COC1=CC2=C(C=C(SC2=O)C(=O)O)C=C1 (7-methoxy-1-oxo-1H-2-benzothiopyran-3-carboxylic acid), C([O-])(O)=O.[Na+] (sodium bicarbonate). Reported procedure: To a stirred suspension of 2.0347 g. (8.613 mM) of 7-methoxy-1-oxo-1H-2-benzothiopyran-3-carboxylic acid in 50 ml. of distilled water is added 0.7236 g. (8.613 mM) of sodium bicarbonate. The resulting mixture is stirred at 25°-35° for 1.25 hours, filtered, and the filtrate freezedried to give sodium 7-methoxy-1-oxo-1H-2-benzothiopyran-3-carboxylate as a pale yellow solid, m.p. >350°. Solvent: O (water).